This data is from the Open Reaction Database (ORD), a public repository of structured organic reaction records. The task is: describe an organic reaction: reactants, conditions, products, and yield As a reaction SMILES: [F:1][C:2]1[C:7]([F:8])=[CH:6][CH:5]=[CH:4][C:3]=1[CH2:9][S:10][C:11]1[N:16]=[C:15]([NH:17][S:18]([N:21]2[CH2:24][CH2:23][CH2:22]2)(=[O:20])=[O:19])[CH:14]=[C:13]([O:25][CH:26]2[CH2:31][O:30]C(C3C=CC=CC=3)[O:28][CH2:27]2)[N:12]=1.O.C1(C)C=CC(S([O-])(=O)=O)=CC=1.[NH+]1C=CC=CC=1>CO>[F:1][C:2]1[C:7]([F:8])=[CH:6][CH:5]=[CH:4][C:3]=1[CH2:9][S:10][C:11]1[N:16]=[C:15]([NH:17][S:18]([N:21]2[CH2:24][CH2:23][CH2:22]2)(=[O:20])=[O:19])[CH:14]=[C:13]([O:25][CH:26]([CH2:27][OH:28])[CH2:31][OH:30])[N:12]=1 |f:2.3|. Product: FC1=C(C=CC=C1F)CSC1=NC(=CC(=N1)NS(=O)(=O)N1CCC1)OC(CO)CO (N-[2-[[(2,3-difluorophenyl)methyl]thio]-6-[2-hydroxy-1-(hydroxymethyl)ethoxy]-4-pyrimidinyl]-1-azetidinesulfonamide). Solvent: CO (methanol). Procedure details: To a suspension of N-[2-[[(2,3-difluorophenyl)methyl]thio]-6-[(2-phenyl-1,3-dioxan-5-yl)oxy]-4-pyrimidinyl]-1-azetidinesulfonamide (the product of step iv) (220 mg) in methanol (5 ml)/water (0.1 ml) was added pyridinium p-toluenesulfonate (20 mg) and the mixture was stirred at ambient temperature for 1.5 hour, then at reflux for 20 hour. The reaction mixture was evaporated, suspended in water and extracted with ethyl acetate (×2). The combined organic layers were dried with magnesium sulfate, fi... Reaction conditions: time 1.5 hour. The reactants are C1(=CC=C(C=C1)S(=O)(=O)[O-])C.[NH+]1=CC=CC=C1 (pyridinium p-toluenesulfonate), FC1=C(C=CC=C1F)CSC1=NC(=CC(=N1)NS(=O)(=O)N1CCC1)OC1COC(OC1)C1=CC=CC=C1 (N-[2-[[(2,3-difluorophenyl)methyl]thio]-6-[(2-phenyl-1,3-dioxan-5-yl)oxy]-4-pyrimidinyl]-1-azetidinesulfonamide), product, O (water). The reactants are CS(=O)(=O)CCN, Cc1ccc(C2C3CCc4cc(C(=O)O)ccc4C3=NN2c2ccc(C#N)c(Cl)c2)o1, Cl. Product: Cc1ccc(C2C3CCc4cc(C(=O)NCCS(C)(=O)=O)ccc4C3=NN2c2ccc(C#N)c(Cl)c2)o1. RXN SMILES: [CH3:33][S:34](=[O:35])(=[O:36])[CH2:37][CH2:38][NH2:39].[Cl:1][c:2]1[cH:3][c:4]([N:10]2[N:11]=[C:12]3[c:13]4[c:14]([cH:25][c:26]([C:29](=[O:30])[OH:31])[cH:27][cH:28]4)[CH2:15][CH2:16][CH:17]3[CH:18]2[c:19]2[o:20][c:21]([CH3:24])[cH:22][cH:23]2)[cH:5][cH:6][c:7]1[C:8]#[N:9].[ClH:32]>>[Cl:1][c:2]1[cH:3][c:4]([N:10]2[N:11]=[C:12]3[c:13]4[c:14]([cH:25][c:26]([C:29](=[O:31])[NH:39][CH2:38][CH2:37][S:34]([CH3:33])(=[O:35])=[O:36])[cH:27][cH:28]4)[CH2:15][CH2:16][CH:17]3[CH:18]2[c:19]2[o:20][c:21]([CH3:24])[cH:22][cH:23]2)[cH:5][cH:6][c:7]1[C:8]#[N:9]. Reactants: solution, Cl (hydrogen chloride), CC(C(=O)ON[C@H]1CSC2=C(NC1=O)C(=CC=C2)OC)(C)C ((3R)-3-{[(2,2-dimethylpropanoyl)oxy]amino}-6-methoxy-2,3-dihydro-1,5-benzothiazepin-4(5H)-one). Run in O1CCOCC1 (dioxane). Run at time 3 hour. Product: Cl.N[C@H]1CSC2=C(NC1=O)C(=CC=C2)OC ((3R)-3-amino-6-methoxy-2,3-dihydro-1,5-benzothiazepin -4(5H)-one hydrochloride). As a reaction SMILES: [ClH:1].CC(C)(C)C(O[NH:7][C@@H:8]1[C:14](=[O:15])[NH:13][C:12]2[C:16]([O:20][CH3:21])=[CH:17][CH:18]=[CH:19][C:11]=2[S:10][CH2:9]1)=O>O1CCOCC1>[ClH:1].[NH2:7][C@@H:8]1[C:14](=[O:15])[NH:13][C:12]2[C:16]([O:20][CH3:21])=[CH:17][CH:18]=[CH:19][C:11]=2[S:10][CH2:9]1 |f:3.4|. Procedure details: 10.4 mL of a solution of hydrogen chloride in dioxane (4 M) are placed in a 100 mL round-bottomed flask containing 450 mg of 55 (1.387 mmol). The mixture is stirred for 3 hours at room temperature under argon. A white precipitate forms, which is filtered off by suction and washed with 3 mL of dioxane and then 5 mL of isopropyl ether. 259 mg of amine 56 (cream-coloured solid) are thus obtained in the form of the hydrochloride. Reactants: C(C1=CC=CC=C1)N1CCC(CC1)(C#N)C1=CC=C(C=C1)F (1-benzyl-4-(4-fluoro-phenyl)-piperidine-4-carbonitrile), BrC1=CC=C(C=C1)F (4-bromofluorobenzene), C(C)OCC (diethyl ether), C(C)OCC (diethyl ether). The solvent is C1(=CC=CC=C1)C (toluene). Conditions: time 2 hour. Product: C(C1=CC=CC=C1)N1CCC(CC1)(C1=CC=C(C=C1)F)C(=O)C1=CC=C(C=C1)F ([1-benzyl-4-(4-fluorophenyl)-piperidin-4-yl]-(4-fluorophenyl)-methanone). Reaction SMILES: Br[C:2]1[CH:7]=[CH:6][C:5]([F:8])=[CH:4][CH:3]=1.[CH2:9]([N:16]1[CH2:21][CH2:20][C:19]([C:24]2[CH:29]=[CH:28][C:27]([F:30])=[CH:26][CH:25]=2)([C:22]#N)[CH2:18][CH2:17]1)[C:10]1[CH:15]=[CH:14][CH:13]=[CH:12][CH:11]=1.C([O:33]CC)C>C1(C)C=CC=CC=1>[CH2:9]([N:16]1[CH2:21][CH2:20][C:19]([C:22]([C:2]2[CH:7]=[CH:6][C:5]([F:8])=[CH:4][CH:3]=2)=[O:33])([C:24]2[CH:29]=[CH:28][C:27]([F:30])=[CH:26][CH:25]=2)[CH2:18][CH2:17]1)[C:10]1[CH:15]=[CH:14][CH:13]=[CH:12][CH:11]=1. Procedure details: Under argon 11.86 g magnesium chips are placed in 50 ml anhydrous diethyl ether, then a solution of 85.4 g 4-bromofluorobenzene in 200 ml anhydrous diethyl ether is slowly added dropwise. The reaction mixture is stirred for 2 h at reflux temperature and then cooled to ambient temperature. A solution of 45.4 g 1-benzyl-4-(4-fluoro-phenyl)-piperidine-4-carbonitrile in 100 ml anhydrous toluene is added dropwise. The diethyl ether is distilled off and the remainder of the reaction mixture is stirred... Starting materials: amine, ( VIII ), [N-]=C=S (isothiocyanate), C(Cl)Cl (methylene chloride), ClC(C)Cl (dichloroethane), C1=CC=CC=C1 (benzene), CO (methanol). Yields the product O1CCCC2=C1C=CC=C2 (3,4-dihydrobenzopyran). RXN SMILES: [N-]=C=S.C(Cl)Cl.Cl[CH:8](Cl)[CH3:9].[CH:11]1[CH:16]=[CH:15][CH:14]=[CH:13][CH:12]=1.[CH3:17][OH:18]>>[O:18]1[C:12]2[CH:13]=[CH:14][CH:15]=[CH:16][C:11]=2[CH2:9][CH2:8][CH2:17]1. Procedure details: Thus, a known alcohol of general formula (V-1) is reacted with an organic sulfonyl chloride in the presence of pyridine in the conventional manner to give a sulfonic acid ester of general formula (VI-1) and this sulfonic acid ester is then reacted with potassium phthalimide to give an N-substituted phthalimide of general formula (VII), which is further treated with hydrazine to give an amine of general formula (VIII). This amine of general formula (VIII) is reacted with 0.9 to 1.1 molar equivale... Starting materials: C1CCOC1, CCN(C(C)C)C(C)C, O=C(Cl)C(=O)Cl, ClCCl, Cl, Cl, O=Cc1ccc(C(=O)O)c(F)c1, Nc1cc(Sc2ccccc2)ccc1O, CN(C)C=O. Product: O=Cc1ccc(C(=O)Nc2cc(Sc3ccccc3)ccc2O)c(F)c1. As a reaction SMILES: [CH2:48]1[O:49][CH2:50][CH2:51][CH2:52]1.[CH:35]([N:36]([CH:37]([CH3:38])[CH3:39])[CH2:40][CH3:41])([CH3:42])[CH3:43].[Cl:13][C:14]([C:15]([Cl:16])=[O:17])=[O:18].[Cl:45][CH2:46][Cl:47].[ClH:19].[ClH:44].[F:1][c:2]1[c:3]([C:4](=[O:5])[OH:6])[cH:7][cH:8][c:9]([CH:11]=[O:12])[cH:10]1.[NH2:20][c:21]1[c:22]([OH:34])[cH:23][cH:24][c:25]([S:27][c:28]2[cH:29][cH:30][cH:31][cH:32][cH:33]2)[cH:26]1.[O:53]=[CH:54][N:55]([CH3:56])[CH3:57]>>[F:1][c:2]1[c:3]([C:4](=[O:6])[NH:20][c:21]2[c:22]([OH:34])[cH:23][cH:24][c:25]([S:27][c:28]3[cH:29][cH:30][cH:31][cH:32][cH:33]3)[cH:26]2)[cH:7][cH:8][c:9]([CH:11]=[O:12])[cH:10]1.